This data is from the Open Reaction Database (ORD), a public repository of structured organic reaction records. The task is: describe an organic reaction: reactants, conditions, products, and yield The reagents and catalysts are [Cu]I (CuI). Run at temperature 110 celsius. Reported procedure: To a blue solution of 3-morpholinone (250 mg, 2.48 mmol), 4-iodoaniline (650 mg, 2.97 mmol), CuI (47 mg, 0.25 mmol) and N,N′-dimethylethylenediamine (0.040 mL, 0.372 mmol) in dioxane (5 mL) in a pressure bottle, K2CO3 (683 mg, 4.95 mmol) was added. The mixture was heated at 110° C. overnight. After being cooled to room temperature, the crude dark solution was loaded to two preparative TLC plates, eluted with EtOAc/MeOH (95/5) to give the desired product as off-white solid (240 mg). MS 193.1 (M+H... The yield is 50.3%. Reaction SMILES: [NH:1]1[CH2:6][CH2:5][O:4][CH2:3][C:2]1=[O:7].I[C:9]1[CH:15]=[CH:14][C:12]([NH2:13])=[CH:11][CH:10]=1.CNCCNC.C([O-])([O-])=O.[K+].[K+]>O1CCOCC1.[Cu]I>[O:7]=[C:2]1[CH2:3][O:4][CH2:5][CH2:6][N:1]1[C:9]1[CH:15]=[CH:14][C:12]([NH2:13])=[CH:11][CH:10]=1 |f:3.4.5|. Starting materials: N1C(COCC1)=O (3-morpholinone), IC1=CC=C(N)C=C1 (4-iodoaniline), CNCCNC (N,N′-dimethylethylenediamine), C(=O)([O-])[O-].[K+].[K+] (K2CO3). Run in O1CCOCC1 (dioxane). Yields the product O=C1N(CCOC1)C1=CC=C(C=C1)N (4-(3-oxo-morpholin-4-yl)phenylamine). Reactants: C(#N)C=1C=CC(=NC1)C (5-cyano-2-methylpyridine), II (iodine), CS(=O)C (DMSO). Run at temperature 150 celsius. Yields the product C(=O)C1=NC=C(C#N)C=C1 (6-formylnicotinonitrile). As a reaction SMILES: [C:1]([C:3]1[CH:4]=[CH:5][C:6]([CH3:9])=[N:7][CH:8]=1)#[N:2].II.CS(C)=[O:14]>>[CH:9]([C:6]1[CH:5]=[CH:4][C:3]([C:1]#[N:2])=[CH:8][N:7]=1)=[O:14]. Reported procedure: A mixture of 5-cyano-2-methylpyridine (400 mg, 3.38 mmol) and iodine (0.8 g, 3.15 mmol) in DMSO (2 mL) was heated to 150° C. under nitrogen for 20 min. The reaction mixture was cooled to room temperature and quenched with 10% aqueous NaHCO3 solution. The organic product was extracted with EtOAc and the combined extracts were dried over anhydrous sodium sulfate, and concentrated under reduced pressure to get the crude 6-formylnicotinonitrile (400 mg), which was carried through without further pur... Starting materials: CC1=NNC(=C1)CC(=O)O (3-methyl-5-pyrazoleacetic acid), Cl (HCl), CO (methanol). Yields the product COC(CC1=CC(=NN1)C)=O (3-methyl-5-pyrazoleacetic acid methyl ester). The yield is 70.0%. RXN SMILES: [CH3:1][C:2]1[CH:6]=[C:5]([CH2:7][C:8]([OH:10])=[O:9])[NH:4][N:3]=1.Cl.[CH3:12]O>>[CH3:12][O:9][C:8](=[O:10])[CH2:7][C:5]1[NH:4][N:3]=[C:2]([CH3:1])[CH:6]=1. Procedure details: A solution of 3-methyl-5-pyrazoleacetic acid (5.0 g, 35.7 mmol) [see C. Ainsworth, J. Amer. Chem. Soc., 76, 3172 (1954)] in methanol (50 mL) is saturated with HCl gas. The mixture is warmed to reflux for 5 hours, after which the solution is concentrated. The solid residue is taken up in chloroform and washed with 0.5N aqueous sodium bicarbonate, dried over MgSO4, and evaporated to afford 3-methyl-5-pyrazoleacetic acid methyl ester (3.9 g, 70%) sufficiently pure for further use. Reactants: ClC1=C2C=CC=CC2=C(C2=CC=CC=C12)C=O (10-chloroanthracene-9-carbaldehyde), C(C(CO)(CO)N)O (tris(hydroxymethyl)aminomethane). Solvent: CCO.CCOCC (EtOH Et2O). The product is Cl.ClC1=C2C=CC=CC2=C(C2=CC=CC=C12)CNC(CO)(CO)CO (2-((10-chloro-9-anthracenylmethyl)amino)-2-hydroxymethyl-1,3-propanediol hydrochloride). As a reaction SMILES: [Cl:1][C:2]1[C:15]2[C:10](=[CH:11][CH:12]=[CH:13][CH:14]=2)[C:9]([CH:16]=O)=[C:8]2[C:3]=1[CH:4]=[CH:5][CH:6]=[CH:7]2.[CH2:18]([OH:25])[C:19]([NH2:24])([CH2:22][OH:23])[CH2:20][OH:21]>CCO.CCOCC>[ClH:1].[Cl:1][C:2]1[C:3]2[C:8](=[CH:7][CH:6]=[CH:5][CH:4]=2)[C:9]([CH2:16][NH:24][C:19]([CH2:22][OH:23])([CH2:20][OH:21])[CH2:18][OH:25])=[C:10]2[C:15]=1[CH:14]=[CH:13][CH:12]=[CH:11]2 |f:2.3,4.5|. Procedure details: Using the reductive amination procedure described in 1, 10-chloroanthracene-9-carbaldehyde (Aldrich) and tris(hydroxymethyl)aminomethane (Aldrich) gave 2-((10-chloro-9-anthracenylmethyl)amino)-2-hydroxymethyl-1,3-propanediol hydrochloride, mp 251°-254° (dec), (EtOH/Et2O), (C, H, Cl, N). Starting materials: Pd (PPh3)2Cl2, ClC1=NC2=CC(=CC=C2C(=N1)N1CCOCC1)C=1OC(=CC1)C (2-chloro-7-(5-methyl-furan-2-yl)-4-morpholin-4-yl-quinazoline), CN(C(C1=CC=C(C=C1)NC(=O)NC1=CC=C(C=C1)B1OC(C(O1)(C)C)(C)C)=O)C (N,N-dimethyl-4-{3-[4-(4,4,5,5,-tetramethyl-[1,3,2] dioxaborolan-2-yl)-phenyl]-ureido}-benzamide), C([O-])([O-])=O.[Na+].[Na+] (sodium carbonate), C1(=CC=CC=C1)C (toluene). Solvent: O (water), CCO (EtOH). Reaction conditions: temperature 95 celsius, time 2 hour. The product is CN(C(C1=CC=C(C=C1)NC(=O)NC1=CC=C(C=C1)C1=NC2=CC(=CC=C2C(=N1)N1CCOCC1)C=1OC(=CC1)C)=O)C (N,N-Dimethyl-4-(3-{4-[7-(5-methyl-furan-2-yl)-4-morpholin-4-yl-quinazolin-2-yl]-phenyl}-ureido)-benzamide). Yield: 31.3%. As a reaction SMILES: Cl[C:2]1[N:11]=[C:10]([N:12]2[CH2:17][CH2:16][O:15][CH2:14][CH2:13]2)[C:9]2[C:4](=[CH:5][C:6]([C:18]3[O:19][C:20]([CH3:23])=[CH:21][CH:22]=3)=[CH:7][CH:8]=2)[N:3]=1.[CH3:24][N:25]([CH3:53])[C:26](=[O:52])[C:27]1[CH:32]=[CH:31][C:30]([NH:33][C:34]([NH:36][C:37]2[CH:42]=[CH:41][C:40](B3OC(C)(C)C(C)(C)O3)=[CH:39][CH:38]=2)=[O:35])=[CH:29][CH:28]=1.C(=O)([O-])[O-].[Na+].[Na+].C1(C)C=CC=CC=1>O.CCO>[CH3:24][N:25]([CH3:53])[C:26](=[O:52])[C:27]1[CH:32]=[CH:31][C:30]([NH:33][C:34]([NH:36][C:37]2[CH:38]=[CH:39][C:40]([C:2]3[N:11]=[C:10]([N:12]4[CH2:17][CH2:16][O:15][CH2:14][CH2:13]4)[C:9]4[C:4](=[CH:5][C:6]([C:18]5[O:19][C:20]([CH3:23])=[CH:21][CH:22]=5)=[CH:7][CH:8]=4)[N:3]=3)=[CH:41][CH:42]=2)=[O:35])=[CH:29][CH:28]=1 |f:2.3.4|. Reported procedure: To a 50 mL round bottom flask, 2-chloro-7-(5-methyl-furan-2-yl)-4-morpholin-4-yl-quinazoline (1.4 g, 0.0036 mol), N,N-dimethyl-4-{3-[4-(4,4,5,5,-tetramethyl-[1,3,2] dioxaborolan-2-yl)-phenyl]-ureido}-benzamide (2.25 g, 0.0055 mol), sodium carbonate (0.775 g, 0.0073 mol), toluene (12 mL), EtOH (12 mL) and water (12 mL) were added. The reaction mixture was degassed with nitrogen for 5-10 min. To the same reaction flask, Pd (PPh3)2Cl2 (128 mg, 0.000023 mol) was added and again degassed with nitroge... The reactants are EtOAc Hexanes, OC[C@@H](C)NC(OC(C)(C)C)=O ((R)-tert-butyl 1-hydroxypropan-2-ylcarbamate), C(Br)(Br)(Br)Br (carbon tetrabromide), C1=CC=C2C(=C1)C(=O)C(C2=O)(O)O (Ninhydrin), C1(=CC=CC=C1)P(C1=CC=CC=C1)C1=CC=CC=C1 (Triphenylphosphine). Run at time 10 minute. Product: BrC[C@@H](C)NC(OC(C)(C)C)=O ((R)-tert-butyl 1-bromopropan-2-ylcarbamate). Isolated yield 49.0%. Reaction SMILES: O[CH2:2][C@H:3]([NH:5][C:6](=[O:12])[O:7][C:8]([CH3:11])([CH3:10])[CH3:9])[CH3:4].C(Br)(Br)(Br)[Br:14].C1(P(C2C=CC=CC=2)C2C=CC=CC=2)C=CC=CC=1.C1C=C2C(C(O)(O)C(=O)C2=CC=1)=O>>[Br:14][CH2:2][C@H:3]([NH:5][C:6](=[O:12])[O:7][C:8]([CH3:11])([CH3:10])[CH3:9])[CH3:4]. Reported procedure: A solution of (R)-tert-butyl 1-hydroxypropan-2-ylcarbamate (100 mg, 571 μmol) and carbon tetrabromide (303 mg, 913 μmol) was cooled on an ice bath. Triphenylphosphine (299 mg, 1141 μmol) was added and the reaction was stirred for 10 min. The reaction was then allowed to warm to r.t. and stirred for 18 hours. After this time, a TLC suggested that the reaction was complete (silica, 50% EtOAc/Hexanes, Ninhydrin stain). The solvent was removed and the product purified by column chromatography (0, 5,... Starting materials: BrCc1ccccc1, CO, [K+], [OH-], O=c1ccc(O)c[nH]1. Yields the product O=c1ccc(OCc2ccccc2)c[nH]1. RXN SMILES: [Br:11][CH2:12][c:13]1[cH:14][cH:15][cH:16][cH:17][cH:18]1.[CH3:19][OH:20].[K+:10].[OH-:9].[OH:1][c:2]1[cH:3][cH:4][c:5](=[O:8])[nH:6][cH:7]1>>[O:1]([c:2]1[cH:3][cH:4][c:5](=[O:8])[nH:6][cH:7]1)[CH2:12][c:13]1[cH:14][cH:15][cH:16][cH:17][cH:18]1. Reactants: C(C1=CC=CC=C1)OC=1C=C(C=CC1)N (3-Benzyloxy-phenylamine), C(OCC)([O-])[O-] (ethyl orthoformate), [N-]=[N+]=[N-].[Na+] (sodium azide). Run in C(C)(=O)O (acetic acid), C(C)(=O)O (acetic acid). Conditions: time 4 hour. The product is C(C1=CC=CC=C1)OC=1C=C(C=CC1)N1N=NN=C1 (1-(3-Benzyloxy-phenyl)-1H-tetrazole). Isolated yield 34.2%. RXN SMILES: [CH2:1]([O:8][C:9]1[CH:10]=[C:11]([NH2:15])[CH:12]=[CH:13][CH:14]=1)[C:2]1[CH:7]=[CH:6][CH:5]=[CH:4][CH:3]=1.[CH:16]([O-])([O-])OCC.[N-:22]=[N+:23]=[N-:24].[Na+]>C(O)(=O)C>[CH2:1]([O:8][C:9]1[CH:10]=[C:11]([N:15]2[CH:16]=[N:24][N:23]=[N:22]2)[CH:12]=[CH:13][CH:14]=1)[C:2]1[CH:3]=[CH:4][CH:5]=[CH:6][CH:7]=1 |f:2.3|. Reported procedure: To a solution of 3-Benzyloxy-phenylamine (1.50 grams, 7.53 mmole) and acetic acid (15 ml) at 70° C. was added a solution of ethyl orthoformate (1.116 g, 7.53 mmole) in acetic acid (4 ml) and stirred for 4 hours. To the solution was added sodium azide (1.468 g, 22.6 mmole) in two portions and stirred for 20 hours at 70° C. The mixture was extracted with ethyl acetate. The combined extracts were washed with saturated sodium hydrogencarbonate and brine, dried over Na2SO4, filtered, and concentrated...